The task is: describe an organic reaction: reactants, conditions, products, and yield. This data is from the Open Reaction Database (ORD), a public repository of structured organic reaction records. Product: COc1cc2c(Oc3ccc4[nH]ccc4c3)ncnc2cc1OCCCN1CCN(C(C)=O)CC1. RXN SMILES: [Br:1][CH2:2][CH2:3][CH2:4][O:5][c:6]1[c:7]([O:26][CH3:27])[cH:8][c:9]2[c:10]([O:16][c:17]3[cH:18][c:19]4[cH:20][cH:21][nH:22][c:23]4[cH:24][cH:25]3)[n:11][cH:12][n:13][c:14]2[cH:15]1.[C:28]([CH3:29])(=[O:30])[N:31]1[CH2:32][CH2:33][NH:34][CH2:35][CH2:36]1.[CH3:37][N:38]([CH3:39])[CH:40]=[O:41].[CH3:42][CH2:43][O:44][C:45](=[O:46])[CH3:47]>>[CH2:2]([CH2:3][CH2:4][O:5][c:6]1[c:7]([O:26][CH3:27])[cH:8][c:9]2[c:10]([O:16][c:17]3[cH:18][c:19]4[cH:20][cH:21][nH:22][c:23]4[cH:24][cH:25]3)[n:11][cH:12][n:13][c:14]2[cH:15]1)[N:34]1[CH2:33][CH2:32][N:31]([C:28]([CH3:29])=[O:30])[CH2:36][CH2:35]1. Reactants: COc1cc2c(Oc3ccc4[nH]ccc4c3)ncnc2cc1OCCCBr, CC(=O)N1CCNCC1, CN(C)C=O, CCOC(C)=O. The reactants are CC(=O)[O-], CC(=O)[O-], CC(=O)[O-], C=C(CCOS(C)(=O)=O)c1ccc(Cl)c(Cl)c1, Clc1ccccc1, ClCCl, COC(=O)C(=[N+]=[N-])C(=O)OC, [Rh+3]. The product is COC(=O)C1(C(=O)OC)CC1(CCOS(C)(=O)=O)c1ccc(Cl)c(Cl)c1. As a reaction SMILES: [C:39]([O-:40])(=[O:41])[CH3:42].[C:44]([O-:45])(=[O:46])[CH3:47].[C:48]([O-:49])(=[O:50])[CH3:51].[CH3:1][S:2](=[O:3])(=[O:4])[O:5][CH2:6][CH2:7][C:8](=[CH2:9])[c:10]1[cH:11][c:12]([Cl:17])[c:13]([Cl:16])[cH:14][cH:15]1.[Cl:29][c:30]1[cH:31][cH:32][cH:33][cH:34][cH:35]1.[Cl:36][CH2:37][Cl:38].[N+:18](=[N-:19])=[C:20]([C:21](=[O:22])[O:23][CH3:24])[C:25](=[O:26])[O:27][CH3:28].[Rh+3:43]>>[CH3:1][S:2](=[O:3])(=[O:4])[O:5][CH2:6][CH2:7][C:8]1([c:10]2[cH:11][c:12]([Cl:17])[c:13]([Cl:16])[cH:14][cH:15]2)[CH2:9][C:20]1([C:21](=[O:22])[O:23][CH3:24])[C:25](=[O:26])[O:27][CH3:28]. Reactants: BrCC1CO1, O=C([O-])[O-], CN(C)C=O, CCOC(C)=O, [K+], [K+], N#Cc1cc2c(Oc3ccc(N)c(F)c3)ccnc2cc1O, O. The product is N#Cc1cc2c(Oc3ccc(N)c(F)c3)ccnc2cc1OCC1CO1. As a reaction SMILES: [Br:6][CH2:7][CH:8]1[CH2:9][O:10]1.[C:11](=[O:12])([O-:13])[O-:14].[CH3:1][N:2]([CH3:3])[CH:4]=[O:5].[CH3:39][CH2:40][O:41][C:42](=[O:43])[CH3:44].[K+:15].[K+:16].[NH2:17][c:18]1[c:19]([F:38])[cH:20][c:21]([O:22][c:23]2[cH:24][cH:25][n:26][c:27]3[cH:28][c:29]([OH:35])[c:30]([C:33]#[N:34])[cH:31][c:32]23)[cH:36][cH:37]1.[OH2:45]>>[CH2:7]([CH:8]1[CH2:9][O:10]1)[O:35][c:29]1[cH:28][c:27]2[n:26][cH:25][cH:24][c:23]([O:22][c:21]3[cH:20][c:19]([F:38])[c:18]([NH2:17])[cH:37][cH:36]3)[c:32]2[cH:31][c:30]1[C:33]#[N:34]. Starting materials: 103A, ClC=1C=NC(=C(C(=O)OC)C1)N1CC(C1)OS(=O)(=O)C (methyl 5-chloro-2-(3-((methylsulfonyl)oxy)azetidin-1-yl)nicotinate), FC1=C(C=CC(=C1)F)O (2,4-Difluorophenol). Yields the product ClC=1C=NC(=C(C(=O)O)C1)N1CC(C1)OC1=C(C=C(C=C1)F)F (5-chloro-2-(3-(2,4-difluorophenoxy)azetidin-1-yl)nicotinic acid). Isolated yield 86.8%. RXN SMILES: [Cl:1][C:2]1[CH:3]=[N:4][C:5]([N:12]2[CH2:15][CH:14]([O:16]S(C)(=O)=O)[CH2:13]2)=[C:6]([CH:11]=1)[C:7]([O:9]C)=[O:8].[F:21][C:22]1[CH:27]=[C:26]([F:28])[CH:25]=[CH:24][C:23]=1O>>[Cl:1][C:2]1[CH:3]=[N:4][C:5]([N:12]2[CH2:15][CH:14]([O:16][C:25]3[CH:24]=[CH:23][C:22]([F:21])=[CH:27][C:26]=3[F:28])[CH2:13]2)=[C:6]([CH:11]=1)[C:7]([OH:9])=[O:8]. Reported procedure: The title compound (D108) (84 mg) was prepared according to the experimental procedure described in Description 103A starting from methyl 5-chloro-2-(3-((methylsulfonyl)oxy)azetidin-1-yl)nicotinate (D63) (100 mg, 0.311 mmol) and 2,4-Difluorophenol (0.027 ml, 0.284 mmol). Reactants: C(C)(C)(C)OC(=O)N1CC(C1)NC(=O)NC1=C2C=CN=C(C2=CC=C1)C (1-(1-tert Butyloxycarbonylazetidin-3-yl)-3-(1-methyl-isoquinolin-5-yl)urea), FC(C(=O)O)(F)F (trifluoroacetic acid). Product: CC1=NC=CC2=C(C=CC=C12)NC(=O)NC1CNC1 (1-(1-Methyl-isoquinolin-5-yl)-3-azetidin-3-yl urea). Reaction SMILES: C(OC([N:8]1[CH2:11][CH:10]([NH:12][C:13]([NH:15][C:16]2[CH:25]=[CH:24][CH:23]=[C:22]3[C:17]=2[CH:18]=[CH:19][N:20]=[C:21]3[CH3:26])=[O:14])[CH2:9]1)=O)(C)(C)C.FC(F)(F)C(O)=O>>[CH3:26][C:21]1[C:22]2[C:17](=[C:16]([NH:15][C:13]([NH:12][CH:10]3[CH2:9][NH:8][CH2:11]3)=[O:14])[CH:25]=[CH:24][CH:23]=2)[CH:18]=[CH:19][N:20]=1. Reported procedure: The title compound was prepared from D6 by deprotection using trifluoroacetic acid in a similar manner to that described in WO 03/022809. Procedure details: Conc. hydrochloric acid (0.33 g) was added to a solution of 7-[2-allyloxyimino-2-(2-formamidothiazol-4-yl)acetamido]-3-(1-allyl-1H-tetrazol-5-yl)thiomethyl-3-cephem-4-carboxylic acid (syn isomer) (1.30 g) in methanol (13 ml) and the mixture was stirred for 4.5 hours at ambient temperature. The solvent was distilled off under reduced pressure and the residue was dissolved in a saturated aqueous solution of sodium bicarbonate (25 ml). The aqueous solution was washed with ethyl acetate (25 ml) and ... Run in CO (methanol). Yield: 76.7%. Reaction SMILES: Cl.[CH2:2]([O:5][N:6]=[C:7]([C:33]1[N:34]=[C:35]([NH:38]C=O)[S:36][CH:37]=1)[C:8]([NH:10][CH:11]1[C:31](=[O:32])[N:13]2[C:14]([C:28]([OH:30])=[O:29])=[C:15]([CH2:18][S:19][C:20]3[N:24]([CH2:25][CH:26]=[CH2:27])[N:23]=[N:22][N:21]=3)[CH2:16][S:17][C@H:12]12)=[O:9])[CH:3]=[CH2:4]>CO>[CH2:2]([O:5][N:6]=[C:7]([C:33]1[N:34]=[C:35]([NH2:38])[S:36][CH:37]=1)[C:8]([NH:10][CH:11]1[C:31](=[O:32])[N:13]2[C:14]([C:28]([OH:30])=[O:29])=[C:15]([CH2:18][S:19][C:20]3[N:24]([CH2:25][CH:26]=[CH2:27])[N:23]=[N:22][N:21]=3)[CH2:16][S:17][C@H:12]12)=[O:9])[CH:3]=[CH2:4]. Yields the product C(C=C)ON=C(C(=O)NC1[C@@H]2N(C(=C(CS2)CSC2=NN=NN2CC=C)C(=O)O)C1=O)C=1N=C(SC1)N (7-[2-allyloxyimino-2-(2-aminothiazol-4-yl)acetamido]-3-(1-allyl-1H-tetrazol-5-yl)thiomethyl-3-cephem-4-carboxylic acid). The reactants are Cl (hydrochloric acid), C(C=C)ON=C(C(=O)NC1[C@@H]2N(C(=C(CS2)CSC2=NN=NN2CC=C)C(=O)O)C1=O)C=1N=C(SC1)NC=O (7-[2-allyloxyimino-2-(2-formamidothiazol-4-yl)acetamido]-3-(1-allyl-1H-tetrazol-5-yl)thiomethyl-3-cephem-4-carboxylic acid). Reaction conditions: time 4.5 hour.